This data is from the Open Reaction Database (ORD), a public repository of structured organic reaction records. The task is: describe an organic reaction: reactants, conditions, products, and yield Reactants: COC(=O)c1c(Cl)ccc(C(Cl)(C(=O)OC(C)(C)C)C(=O)OC(C)(C)C)[n+]1[O-], ClCCl, O=C(O)C(F)(F)F. Yields the product COC(=O)c1c(Cl)ccc(CCl)[n+]1[O-]. RXN SMILES: [Cl:1][C:2]([C:3]([O:4][C:5]([CH3:6])([CH3:7])[CH3:8])=[O:9])([C:10]([O:11][C:12]([CH3:13])([CH3:14])[CH3:15])=[O:16])[c:17]1[n+:18]([O-:28])[c:19]([C:24](=[O:25])[O:26][CH3:27])[c:20]([Cl:23])[cH:21][cH:22]1.[Cl:36][CH2:37][Cl:38].[OH:29][C:30]([C:31]([F:32])([F:33])[F:34])=[O:35]>>[Cl:1][CH2:2][c:17]1[n+:18]([O-:28])[c:19]([C:24](=[O:25])[O:26][CH3:27])[c:20]([Cl:23])[cH:21][cH:22]1. Starting materials: Brc1cncs1, CC1CCCO1, Cc1cc(Nc2nccc(C(C)C)n2)cc(B2OC(C)(C)C(C)(C)O2)c1, [Na+], [Na+], O=C([O-])[O-]. The product is Cc1cc(Nc2nccc(C(C)C)n2)cc(-c2cncs2)c1. As a reaction SMILES: [Br:27][c:28]1[cH:29][n:30][cH:31][s:32]1.[CH3:39][CH:40]1[CH2:41][CH2:42][CH2:43][O:44]1.[CH:1]([CH3:2])([CH3:3])[c:4]1[n:5][c:6]([NH:10][c:11]2[cH:12][c:13]([CH3:26])[cH:14][c:15]([B:17]3[O:18][C:19]([CH3:20])([CH3:21])[C:22]([CH3:23])([CH3:24])[O:25]3)[cH:16]2)[n:7][cH:8][cH:9]1.[Na+:33].[Na+:34].[O-:35][C:36](=[O:37])[O-:38]>>[CH:1]([CH3:2])([CH3:3])[c:4]1[n:5][c:6]([NH:10][c:11]2[cH:12][c:13]([CH3:26])[cH:14][c:15](-[c:28]3[cH:29][n:30][cH:31][s:32]3)[cH:16]2)[n:7][cH:8][cH:9]1.